This data is from the Open Reaction Database (ORD), a public repository of structured organic reaction records. The task is: describe an organic reaction: reactants, conditions, products, and yield The reactants are O=CC(=O)O, CCC(=O)CC, O=P(O)(O)O. The product is CCC(=O)C(C)=CC(=O)O. As a reaction SMILES: [C:1]([CH:2]=[O:3])(=[O:4])[OH:5].[CH3:6][CH2:7][C:8]([CH2:9][CH3:10])=[O:11].[P:12](=[O:13])([OH:14])([OH:15])[OH:16]>>[C:1]([CH:2]=[C:7]([CH3:6])[C:8]([CH2:9][CH3:10])=[O:11])(=[O:4])[OH:5]. Starting materials: CC=1C(=NC=CC1)C(=O)NC1=CC(=CC=C1)OC=1C=NC(=CC1)NS(=O)(=O)C1=CC=C(C=C1)C (3-methyl-N-{3-[(6-{[(4-methylphenyl)sulfonyl]amino}pyridin-3-yl)oxy]phenyl}pyridine-2-carboxamide), C(C)(C)N(C(C)C)CC (N,N-diisopropylethylamine), CN(C=O)C (N,N-dimethylformamide), ICC(=O)N (Iodoacetamide). Run in O (water). Conditions: time 1 hour. The product is NC(CN1C=C(C=CC1=NS(=O)(=O)C1=CC=C(C=C1)C)OC=1C=C(C=CC1)NC(=O)C1=NC=CC=C1C)=O (N-(3-{[1-(2-amino-2-oxoethyl)-6-{[(4-methylphenyl)sulfonyl]imino}-1,6-dihydropyridin-3-yl]oxy}phenyl)-3-methylpyridine-2-carboxamide). Isolated yield 69.8%. Reaction SMILES: [CH3:1][C:2]1[C:3]([C:8]([NH:10][C:11]2[CH:16]=[CH:15][CH:14]=[C:13]([O:17][C:18]3[CH:19]=[N:20][C:21]([NH:24][S:25]([C:28]4[CH:33]=[CH:32][C:31]([CH3:34])=[CH:30][CH:29]=4)(=[O:27])=[O:26])=[CH:22][CH:23]=3)[CH:12]=2)=[O:9])=[N:4][CH:5]=[CH:6][CH:7]=1.C(N(CC)C(C)C)(C)C.CN(C)C=O.I[CH2:50][C:51]([NH2:53])=[O:52]>O>[NH2:53][C:51](=[O:52])[CH2:50][N:20]1[C:21](=[N:24][S:25]([C:28]2[CH:29]=[CH:30][C:31]([CH3:34])=[CH:32][CH:33]=2)(=[O:27])=[O:26])[CH:22]=[CH:23][C:18]([O:17][C:13]2[CH:12]=[C:11]([NH:10][C:8]([C:3]3[C:2]([CH3:1])=[CH:7][CH:6]=[CH:5][N:4]=3)=[O:9])[CH:16]=[CH:15][CH:14]=2)=[CH:19]1. Procedure: A mixture of 3-methyl-N-{3-[(6-{[(4-methylphenyl)sulfonyl]amino}pyridin-3-yl)oxy]phenyl}pyridine-2-carboxamide (12.4 g, 26.2 mmol), N,N-diisopropylethylamine (6.00 mL, 34.4 mmol) and N,N-dimethylformamide (100 mL) was stirred at room temperature for 1 hr. Iodoacetamide (6.29 g, 34.0 mmol) was added, and the mixture was stirred at room temperature for 71 hr. The reaction mixture was diluted with water and extracted with ethyl acetate. The organic layer was washed with water and saturated brine, d... Starting materials: [N+](=O)([O-])C1=C(C=CC=C1)N=C=O (2-nitrophenyl isocyanate), N1=CC=C(C=C1)N1CCC(CC1)CO (1-(4-pyridyl)piperidine-4-methanol). Run in C(Cl)Cl (methylene chloride). Product: [N+](=O)([O-])C1=C(C=CC=C1)NC(=O)OC(C1=CC=NC=C1)C1CCNCC1 (2-Nitro-N-[1-(4-pyridyl)piperidin-4-ylmethoxycarbonyl)benzeneamine). Isolated yield 197.1%. As a reaction SMILES: [N+:1]([C:4]1[CH:9]=[CH:8][CH:7]=[CH:6][C:5]=1[N:10]=[C:11]=[O:12])([O-:3])=[O:2].N1C=CC([N:19]2[CH2:24][CH2:23][CH:22]([CH2:25][OH:26])[CH2:21][CH2:20]2)=CC=1>C(Cl)Cl>[N+:1]([C:4]1[CH:9]=[CH:8][CH:7]=[CH:6][C:5]=1[NH:10][C:11]([O:26][CH:25]([CH:22]1[CH2:21][CH2:20][NH:19][CH2:24][CH2:23]1)[C:22]1[CH:23]=[CH:24][N:19]=[CH:20][CH:21]=1)=[O:12])([O-:3])=[O:2]. Procedure details: A solution of 2-nitrophenyl isocyanate (4.25 g, 25.9 mmol) and 1-(4-pyridyl)piperidine-4-methanol (4.13 g, 21.5 mmol) in methylene chloride (100 mL) was stirred at room temperature for 18 h. The mixture was concentrated in vacuo and the residue purified by flash chromatography (silica gel, 5% methanol/1% triethylamine/94% chloroform) to yield 7.55 g (96%) of the title compound. Reactants: C(C)C1=C2C(=C(S1)C(C)=O)CCC(C2)(C)C (1-(3-ethyl-5,5-dimethyl-4,5,6,7-tetrahydro-benzo[c]thiophen-1-yl)-ethanone), C(=O)C1=CC(=C(C(=C1)C)CCC(=O)O)C (3-(4-formyl-2,6-dimethyl-phenyl)-propionic acid), [OH-].[Na+] (NaOH). The solvent is CO (methanol), Cl (HCl). The product is C(C)C1=C2C(=C(S1)C(C=CC1=CC(=C(C(=C1)C)CCC(=O)O)C)=O)CCC(C2)(C)C (3-{4-[3-(3-ethyl-5,5-dimethyl-4,5,6,7-tetrahydro-benzo[c]thiophen-1-yl)-3-oxo-propenyl]-2,6-dimethyl-phenyl}-propionic acid). The yield is 86.4%. RXN SMILES: [CH2:1]([C:3]1[S:7][C:6]([C:8](=[O:10])[CH3:9])=[C:5]2[CH2:11][CH2:12][C:13]([CH3:16])([CH3:15])[CH2:14][C:4]=12)[CH3:2].[CH:17]([C:19]1[CH:24]=[C:23]([CH3:25])[C:22]([CH2:26][CH2:27][C:28]([OH:30])=[O:29])=[C:21]([CH3:31])[CH:20]=1)=O.[OH-].[Na+]>CO.Cl>[CH2:1]([C:3]1[S:7][C:6]([C:8](=[O:10])[CH:9]=[CH:17][C:19]2[CH:24]=[C:23]([CH3:25])[C:22]([CH2:26][CH2:27][C:28]([OH:30])=[O:29])=[C:21]([CH3:31])[CH:20]=2)=[C:5]2[CH2:11][CH2:12][C:13]([CH3:15])([CH3:16])[CH2:14][C:4]=12)[CH3:2] |f:2.3|. Reported procedure: A solution of 1-(3-ethyl-5,5-dimethyl-4,5,6,7-tetrahydro-benzo[c]thiophen-1-yl)-ethanone (400 mg, 1.69 mmol), 3-(4-formyl-2,6-dimethyl-phenyl)-propionic acid (419 mg, 2.03 mmol) and NaOH (1.7 g, 42.5 mmol) in methanol (17 mL) is stirred at 75° C. for 75 min before it is diluted with 1 N aq. HCl and extracted twice with EA. The organic extracts are dried over MgSO4, filtered and evaporated. The crude product is purified by CC on silica gel eluting with DCM containing 6% of methanol to give 3-{4-[... Starting materials: Solvent A, C(=O)(C(F)(F)F)O (TFA), Solvent B, C(=O)(C(F)(F)F)O (TFA), N (NH3), BrC=1C=C(C=2NC=3C=C(C=CC3C2N1)N1CCOCC1)C(=O)N (2-bromo-7-morpholino-5H-pyrido[3,2-b]indole-4-carboxamide), ClC=1C=C(C=CC1OC)B(O)O (3-chloro-4-methoxyphenylboronic acid), C(=O)([O-])[O-].[Na+].[Na+] (Na2CO3). The reagents and catalysts are C1=CC=C(C=C1)P([C-]2C=CC=C2)C3=CC=CC=C3.C1=CC=C(C=C1)P([C-]2C=CC=C2)C3=CC=CC=C3.Cl[Pd]Cl.[Fe+2].C(Cl)Cl (PdCl2(dppf) CH2Cl2). Run in CO (Methanol), CO (Methanol), O (H2O), O (H2O), CO (MeOH), COCCOC (DME). Reaction conditions: temperature 100 celsius. The product is ClC=1C=C(C=CC1OC)C=1C=C(C=2NC=3C=C(C=CC3C2N1)N1CCOCC1)C(=O)N (2-(3-chloro-4-methoxyphenyl)-7-morpholino-5H-pyrido[3,2-b]indole-4-carboxamide). The yield is 19.2%. Reaction SMILES: Br[C:2]1[CH:3]=[C:4]([C:21]([NH2:23])=[O:22])[C:5]2[NH:6][C:7]3[CH:8]=[C:9]([N:15]4[CH2:20][CH2:19][O:18][CH2:17][CH2:16]4)[CH:10]=[CH:11][C:12]=3[C:13]=2[N:14]=1.[Cl:24][C:25]1[CH:26]=[C:27](B(O)O)[CH:28]=[CH:29][C:30]=1[O:31][CH3:32].C([O-])([O-])=O.[Na+].[Na+].C(O)(C(F)(F)F)=O.N>CO.C1C=CC(P(C2C=CC=CC=2)[C-]2C=CC=C2)=CC=1.C1C=CC(P(C2C=CC=CC=2)[C-]2C=CC=C2)=CC=1.Cl[Pd]Cl.[Fe+2].C(Cl)Cl.O.COCCOC>[Cl:24][C:25]1[CH:26]=[C:27]([C:2]2[CH:3]=[C:4]([C:21]([NH2:23])=[O:22])[C:5]3[NH:6][C:7]4[CH:8]=[C:9]([N:15]5[CH2:20][CH2:19][O:18][CH2:17][CH2:16]5)[CH:10]=[CH:11][C:12]=4[C:13]=3[N:14]=2)[CH:28]=[CH:29][C:30]=1[O:31][CH3:32] |f:2.3.4,8.9.10.11.12|. Procedure details: A mixture of 2-bromo-7-morpholino-5H-pyrido[3,2-b]indole-4-carboxamide (50 mg, 0.120 mmol), 3-chloro-4-methoxyphenylboronic acid (33.5 mg, 0.180 mmol), PdCl2(dppf)-CH2Cl2 adduct (9.8 mg, 0.012 mmol) in a microwave vial was flushed with nitrogen. DME (2 mL) and aq. Na2CO3 solution (0.30 mL, 0.60 mmol, 2.0 M) were added and the vial was sealed and heated at 100° C. for 3.5 hr. Preparative HPLC (100×30 mm Luna C18 column, Solvent A=10% Methanol, 90% H2O, 0.1% TFA; Solvent B=90% Methanol, 10% H2O, 0... Starting materials: CC(O)(CSc1cccc(Cc2ccccc2)c1)C(=O)Nc1ccc(C#N)c(C(F)(F)F)c1, ClCCl, O=C(OC(=O)C(F)(F)F)C(F)(F)F, O, OO. Yields the product CC(O)(CS(=O)(=O)c1cccc(Cc2ccccc2)c1)C(=O)Nc1ccc(C#N)c(C(F)(F)F)c1. Reaction SMILES: [CH2:1]([c:2]1[cH:3][cH:4][cH:5][cH:6][cH:7]1)[c:8]1[cH:9][c:10]([S:14][CH2:15][C:16]([C:17](=[O:18])[NH:19][c:20]2[cH:21][c:22]([C:28]([F:29])([F:30])[F:31])[c:23]([C:26]#[N:27])[cH:24][cH:25]2)([CH3:32])[OH:33])[cH:11][cH:12][cH:13]1.[Cl:50][CH2:51][Cl:52].[F:36][C:37]([F:38])([F:40])[C:41](=[O:39])[O:42][C:43](=[O:44])[C:45]([F:46])([F:47])[F:48].[OH2:49].[OH:34][OH:35]>>[CH2:1]([c:2]1[cH:3][cH:4][cH:5][cH:6][cH:7]1)[c:8]1[cH:9][c:10]([S:14]([CH2:15][C:16]([C:17](=[O:18])[NH:19][c:20]2[cH:21][c:22]([C:28]([F:29])([F:30])[F:31])[c:23]([C:26]#[N:27])[cH:24][cH:25]2)([CH3:32])[OH:33])(=[O:39])=[O:49])[cH:11][cH:12][cH:13]1. Starting materials: Cl.S1C(=NC2=NC=CC=C21)OC2=CC1=C(C=C(O1)CN1CC(CC1)N)C=C2 (1-[6-(thiazolo[4,5-b]pyridin-2-yloxy)-benzofuran-2-ylmethyl]-pyrrolidin-3-ylamine hydrochloride), CCN(C(C)C)C(C)C (DIEA), C(C(C)(C)C)(=O)Cl (pivaloyl chloride). Run in C(Cl)Cl (DCM). Conditions: time 1 hour. Yields the product C(=O)O.CC(C(=O)NC1CN(CC1)CC=1OC2=C(C1)C=CC(=C2)OC=2SC=1C(=NC=CC1)N2)(C)C (2,2-Dimethyl-N-{1-[6-(thiazolo[4,5-b]pyridin-2-yloxy)-benzofuran-2-ylmethyl]-pyrrolidin-3-yl}-propionamide formate). Yield: 80.1%. RXN SMILES: Cl.[S:2]1[C:10]2[C:5](=[N:6][CH:7]=[CH:8][CH:9]=2)[N:4]=[C:3]1[O:11][C:12]1[CH:27]=[CH:26][C:15]2[CH:16]=[C:17]([CH2:19][N:20]3[CH2:24][CH2:23][CH:22]([NH2:25])[CH2:21]3)[O:18][C:14]=2[CH:13]=1.CCN(C(C)C)C(C)C.[C:37](Cl)(=[O:42])[C:38]([CH3:41])([CH3:40])[CH3:39]>C(Cl)Cl>[CH:14]([OH:18])=[O:42].[CH3:39][C:38]([CH3:41])([CH3:40])[C:37]([NH:25][CH:22]1[CH2:23][CH2:24][N:20]([CH2:19][C:17]2[O:18][C:14]3[CH:13]=[C:12]([O:11][C:3]4[S:2][C:10]5[C:5]([N:4]=4)=[N:6][CH:7]=[CH:8][CH:9]=5)[CH:27]=[CH:26][C:15]=3[CH:16]=2)[CH2:21]1)=[O:42] |f:0.1,5.6|. Reported procedure: To a solution of 1-[6-(thiazolo[4,5-b]pyridin-2-yloxy)-benzofuran-2-ylmethyl]-pyrrolidin-3-ylamine hydrochloride (65 mg, 0.161 mmol) in DCM (2 mL) was added DIEA (64 μL, 0.484 mmol) followed by pivaloyl chloride (20 μL, 0.484 mmol) and the resulting solution was stirred (rt, 1 h). The reaction mixture was partitioned with DCM (5 mL) and saturated NaHCO3 (5 mL). The layers were separated and the aqueous layer was extracted with DCM (3×10 mL). The organic layers were combined, dried, filtered and ...